This data is from the Open Reaction Database (ORD), a public repository of structured organic reaction records. The task is: describe an organic reaction: reactants, conditions, products, and yield Starting materials: CN1CCN(CC1)C1=NC=C(C=C1)C=C (1-methyl-4-(5-vinylpyridin-2-yl)piperazine), IC1=NN(C2=CC(=CC=C12)C=O)COCC[Si](C)(C)C (3-iodo-1-((2-(trimethylsilyl)ethoxy)methyl)-1H-indazole-6-carbaldehyde). Run at temperature 90 celsius. Yields the product CN1CCN(CC1)C1=CC=C(C=N1)/C=C/C1=NN(C2=CC(=CC=C12)C=O)COCC[Si](C)(C)C ((E)-3-(2-(6-(4-methylpiperazin-1-yl)pyridin-3-yl)vinyl)-1-((2-(trimethylsilyl)ethoxy)methyl)-1H-indazole-6-carbaldehyde), material. The yield is 39.0%. Reaction SMILES: [CH3:1][N:2]1[CH2:7][CH2:6][N:5]([C:8]2[CH:13]=[CH:12][C:11]([CH:14]=[CH2:15])=[CH:10][N:9]=2)[CH2:4][CH2:3]1.I[C:17]1[C:25]2[C:20](=[CH:21][C:22]([CH:26]=[O:27])=[CH:23][CH:24]=2)[N:19]([CH2:28][O:29][CH2:30][CH2:31][Si:32]([CH3:35])([CH3:34])[CH3:33])[N:18]=1>>[CH3:1][N:2]1[CH2:3][CH2:4][N:5]([C:8]2[N:9]=[CH:10][C:11](/[CH:14]=[CH:15]/[C:17]3[C:25]4[C:20](=[CH:21][C:22]([CH:26]=[O:27])=[CH:23][CH:24]=4)[N:19]([CH2:28][O:29][CH2:30][CH2:31][Si:32]([CH3:35])([CH3:34])[CH3:33])[N:18]=3)=[CH:12][CH:13]=2)[CH2:6][CH2:7]1. Reported procedure: The title compound was synthesized according to the method of Example A15A, utilizing 1-methyl-4-(5-vinylpyridin-2-yl)piperazine (65 mg, 0.32 mmol) and 3-iodo-1-((2-(trimethylsilyl)ethoxy)methyl)-1H-indazole-6-carbaldehyde (100 mg, 0.25 mmol), with heating in a sealed tube at 90° C. overnight instead of with microwave irradiation. Purified by prepTLC (SiO2 10% MeOH/DCM) to provide the title compound to as a pale orange material (46 mg, 39%). 1H NMR (400 MHz, CD3OD) δ ppm 10.14 (s, 1H), 8.34 (d, ... The solvent is O (Water). The product is 377, ClC1=C(C=C(C(=C1)C)Br)C (2-chloro-5-bromo-p-xylene). The reactants are BrBr (bromine), ClC1=C(C=CC(=C1)C)C (2-chloro-p-xylene), [Cl-].[Al+3].[Cl-].[Cl-] (aluminum chloride). Reported procedure: 400 parts of 2-chloro-p-xylene (b.p.=183° to 184° C.) and 2 parts of anhydrous aluminum chloride were charged into a 1-liter four-necked flask provided with a reflux condenser, a thermometer, a stirrer and a dropping funnel, to which 360 parts of bromine was dropwisely added over a period of 5 hours to carry out the reaction at 35° to 60° C. Water was added to the reaction liquid to wash the same with the thus added water and to remove the catalyst, and then the oil layer was cooled. The separat... RXN SMILES: [Cl:1][C:2]1[CH:7]=[C:6]([CH3:8])[CH:5]=[CH:4][C:3]=1[CH3:9].[Cl-].[Al+3].[Cl-].[Cl-].[Br:14]Br>O>[Cl:1][C:2]1[CH:7]=[C:6]([CH3:8])[C:5]([Br:14])=[CH:4][C:3]=1[CH3:9] |f:1.2.3.4|. Reactants: C(=O)(O)[O-].[Na+] (NaHCO3), C(C)(=O)[O-] (acetate), N1=C(C=CC=C1C)C (2,6-lutidine), [Si](C)(C)(C(C)(C)C)OS(=O)(=O)C(F)(F)F (tert-butyldimethylsilyltrifluoromethanesulfonate). Run in C(Cl)Cl (CH2Cl2), C(Cl)Cl (CH2Cl2). Run at time 10 minute. Yields the product C(C)(=O)OCC[C@H]1[C@H](CC=C1)O[Si](C)(C)C(C)(C)C ((1S,2R)-2-[1-(tert-Butyldimethylsilyloxy)-cyclopent-3-en-2-yl]ethyl acetate). The yield is 98.9%. As a reaction SMILES: [C:1]([O-:4])(=[O:3])[CH3:2].N1[C:10]([CH3:11])=[CH:9][CH:8]=[CH:7][C:6]=1[CH3:12].[Si:13]([O:20]S(C(F)(F)F)(=O)=O)([C:16]([CH3:19])([CH3:18])[CH3:17])([CH3:15])[CH3:14].C([O-])(O)=O.[Na+]>C(Cl)Cl>[C:1]([O:4][CH2:12][CH2:6][C@@H:7]1[CH:8]=[CH:9][CH2:10][C@@H:11]1[O:20][Si:13]([C:16]([CH3:19])([CH3:18])[CH3:17])([CH3:15])[CH3:14])(=[O:3])[CH3:2] |f:3.4|. Procedure details: To a stirred solution of the above acetate (54 mg, 0.32 mmol) and 2,6-lutidine (74 μL, 0.63 mmol) in CH2Cl2 (1 mL) was added tert-butyldimethylsilyltrifluoromethanesulfonate (125 mg, 108 μL) at −78° C. under argon. The mixture was stirred for 10 min at which point reaction completion was observed. Sat. aq. NaHCO3 solution (1 mL) and additional CH2Cl2 (2 mL) were added. The two layers were separated and the aqueous layer was further extracted with CH2Cl2 (2×2 mL). The combined organic layer was w...